From a dataset of the Open Reaction Database (ORD), a public repository of structured organic reaction records. describe an organic reaction: reactants, conditions, products, and yield Reactants: OC1=NC(=NC(=C1C#N)C)C (4-hydroxy-2,6-dimethylpyrimidine-5-carbonitrile), [H-].[Al+3].[Li+].[H-].[H-].[H-] (lithium aluminium hydride), O1CCCC1 (tetrahydrofuran). The solvent is O (Water). Run at temperature 25 celsius, time 4 hour. Product: NCC=1C(=NC(=NC1C)C)O (5-(aminomethyl)-2,6-dimethylpyrimidin-4-ol). The yield is 18.9%. RXN SMILES: [OH:1][C:2]1[C:7]([C:8]#[N:9])=[C:6]([CH3:10])[N:5]=[C:4]([CH3:11])[N:3]=1.[H-].[Al+3].[Li+].[H-].[H-].[H-].O1CCCC1>O>[NH2:9][CH2:8][C:7]1[C:2]([OH:1])=[N:3][C:4]([CH3:11])=[N:5][C:6]=1[CH3:10] |f:1.2.3.4.5.6|. Procedure details: A mixture of 4-hydroxy-2,6-dimethylpyrimidine-5-carbonitrile (2.7 g, 18.1 mmol), lithium aluminium hydride (2.1 g, 54.3 mmol), and tetrahydrofuran (80 mL) was stirred at 25° C. for 4 hours. Water (5 mL) was added to the mixture. The mixture was concentrated to give a residue. The residue was purified by column chromatography (silica gel, dichloromethane/methanol=10:1) to give 5-(aminomethyl)-2,6-dimethylpyrimidin-4-ol as a white solid (525 mg, 19%). LRMS (M+H+) m/z: calcd 153.09. found 153. The reactants are FC=1C=CC(=C(C1)C1CC(C=2C(=CC(=NC2C1)C)C)=O)C (7-(5-fluoro-2-methylphenyl)-2,4-dimethyl-5,6,7,8-tetrahydroquinolin-5-one), O (water), C(=N)(N)NN.Cl (aminoguanidine hydrochloride), Cl (hydrochloric acid). Run in C(C)O (ethanol). Product: Cl.FC=1C=CC(=C(C1)C1CC(C=2C(=CC(=NC2C1)C)C)=NNC(=N)N)C (7-(5-fluoro-2-methylphenyl)-5-guanidinoimino-2,4-dimethyl-5,6,7,8-tetrahydroquinoline hydrochloride). The yield is 85.7%. Reaction SMILES: [F:1][C:2]1[CH:3]=[CH:4][C:5]([CH3:21])=[C:6]([CH:8]2[CH2:17][C:16]3[N:15]=[C:14]([CH3:18])[CH:13]=[C:12]([CH3:19])[C:11]=3[C:10](=O)[CH2:9]2)[CH:7]=1.[C:22]([NH:25][NH2:26])([NH2:24])=[NH:23].[ClH:27].Cl.O>C(O)C>[ClH:27].[F:1][C:2]1[CH:3]=[CH:4][C:5]([CH3:21])=[C:6]([CH:8]2[CH2:17][C:16]3[N:15]=[C:14]([CH3:18])[CH:13]=[C:12]([CH3:19])[C:11]=3[C:10](=[N:26][NH:25][C:22]([NH2:24])=[NH:23])[CH2:9]2)[CH:7]=1 |f:1.2,6.7|. Reported procedure: A solution of 7-(5-fluoro-2-methylphenyl)-2,4-dimethyl-5,6,7,8-tetrahydroquinolin-5-one (1.1 g) and aminoguanidine hydrochloride (0.52 g) in ethanol (30 ml) was combined with concentrated hydrochloric acid (1.0 ml) and water (1.0 ml), and the mixture was heated under reflux for 12 hours. The mixture was concentrated under reduced pressure, and the residue was recrystallized from ethanol to obtain 7-(5-fluoro-2-methylphenyl)-5-guanidinoimino-2,4-dimethyl-5,6,7,8-tetrahydroquinoline hydrochloride ...